Dataset: the Open Reaction Database (ORD), a public repository of structured organic reaction records. Task: describe an organic reaction: reactants, conditions, products, and yield The reactants are C1(=CC=CC=C1)C1=CC2=C(S1)C(=CC=C2)C(=O)OC (Methyl 2-phenylbenzo [b]thiophene-7-carboxylate), [H-].[H-].[H-].[H-].[Li+].[Al+3] (LiAlH4). The solvent is O1CCCC1 (tetrahydrofuran), O1CCCC1 (tetrahydrofuran). The product is OCC1=CC=CC2=C1SC(=C2)C2=CC=CC=C2 (7-Hydroxymethyl-2-phenylbenzo [b]thiophene). The yield is 85.0%. Reaction SMILES: [C:1]1([C:7]2[S:11][C:10]3[C:12]([C:16](OC)=[O:17])=[CH:13][CH:14]=[CH:15][C:9]=3[CH:8]=2)[CH:6]=[CH:5][CH:4]=[CH:3][CH:2]=1.[H-].[H-].[H-].[H-].[Li+].[Al+3]>O1CCCC1>[OH:17][CH2:16][C:12]1[C:10]2[S:11][C:7]([C:1]3[CH:6]=[CH:5][CH:4]=[CH:3][CH:2]=3)=[CH:8][C:9]=2[CH:15]=[CH:14][CH:13]=1 |f:1.2.3.4.5.6|. Procedure: 20 g of the compound from Example VI are dissolved in 75 ml of tetrahydrofuran and the solution is added dropwise to 40 mmol of LiAlH4 in 50 ml of tetrahydrofuran. Customary working up gives 85% of the title compound. The reactants are Cc1oc(-c2ccccc2)nc1CCl, [Na+], C1COCCO1, [OH-], O, O=C(O)C1Cc2ccccc2N1S(=O)(=O)c1ccc(S)cc1. The product is Cc1oc(-c2ccccc2)nc1CSc1ccc(S(=O)(=O)N2c3ccccc3CC2C(=O)O)cc1. As a reaction SMILES: [Cl:26][CH2:27][c:28]1[n:29][c:30](-[c:34]2[cH:35][cH:36][cH:37][cH:38][cH:39]2)[o:31][c:32]1[CH3:33].[Na+:24].[O:40]1[CH2:41][CH2:42][O:43][CH2:44][CH2:45]1.[OH-:23].[OH2:25].[SH:1][c:2]1[cH:3][cH:4][c:5]([S:8](=[O:9])(=[O:10])[N:11]2[CH:12]([C:20](=[O:21])[OH:22])[CH2:13][c:14]3[cH:15][cH:16][cH:17][cH:18][c:19]32)[cH:6][cH:7]1>>[S:1]([c:2]1[cH:3][cH:4][c:5]([S:8](=[O:9])(=[O:10])[N:11]2[CH:12]([C:20](=[O:21])[OH:22])[CH2:13][c:14]3[cH:15][cH:16][cH:17][cH:18][c:19]32)[cH:6][cH:7]1)[CH2:27][c:28]1[n:29][c:30](-[c:34]2[cH:35][cH:36][cH:37][cH:38][cH:39]2)[o:31][c:32]1[CH3:33]. Reactants: C(C1=CC=CC=C1)OC1=C(C=O)C(=CC=C1OCC)[N+](=O)[O-] (2-benzyloxy-3-ethoxy-6-nitrobenzaldehyde), C(C1=CC=CC=C1)OC1=C(C=O)C(=CC=C1OC)[N+](=O)[O-] (2-benzyloxy-3-methoxy-6-nitrobenzaldehyde). Product: C(C1=CC=CC=C1)OC1=C(C=C[N+](=O)[O-])C(=CC=C1OC)[N+](=O)[O-] (2-benzyloxy-3-methoxy-6,β-dinitrostyrene). Yield: 83.0%. Reaction SMILES: [CH2:1]([O:8][C:9]1[C:16]([O:17][CH2:18]C)=[CH:15][CH:14]=[C:13]([N+:20]([O-:22])=[O:21])[C:10]=1[CH:11]=O)[C:2]1[CH:7]=[CH:6][CH:5]=[CH:4][CH:3]=1.C(OC1C(OC)=CC=[C:35]([N+:41]([O-:43])=[O:42])C=1C=O)C1C=CC=CC=1>>[CH2:1]([O:8][C:9]1[C:16]([O:17][CH3:18])=[CH:15][CH:14]=[C:13]([N+:20]([O-:22])=[O:21])[C:10]=1[CH:11]=[CH:35][N+:41]([O-:43])=[O:42])[C:2]1[CH:7]=[CH:6][CH:5]=[CH:4][CH:3]=1. Reported procedure: This compound is obtained according to the operating method described in Example 1b, in which the 2-benzyloxy-3-ethoxy-6-nitrobenzaldehyde is replaced with 2-benzyloxy-3-methoxy-6-nitrobenzaldehyde. A pale yellow powder (yield=83%, m.p.=118°-119° C.) is obtained. Reaction conditions: temperature 5 celsius, time 0.5 hour. The product is C(C)(=O)OCC(C)(C)C1=CC=CC=C1 (neophyl acetate). The reactants are C(C)(=O)OCC(C)=C (methallyl acetate), C(O)([O-])=O.[Na+] (sodium hydrogen carbonate), [Cl-].[Al+3].[Cl-].[Cl-] (aluminum chloride), C1=CC=CC=C1 (benzene), [Cl-].[Al+3].[Cl-].[Cl-] (aluminum chloride). RXN SMILES: [C:1]([O:4][CH2:5][C:6](=[CH2:8])[CH3:7])(=[O:3])[CH3:2].C(=O)([O-])O.[Na+].[Cl-].[Al+3].[Cl-].[Cl-].[CH:18]1[CH:23]=[CH:22][CH:21]=[CH:20][CH:19]=1>>[C:1]([O:4][CH2:5][C:6]([C:18]1[CH:23]=[CH:22][CH:21]=[CH:20][CH:19]=1)([CH3:7])[CH3:8])(=[O:3])[CH3:2] |f:1.2,3.4.5.6|. Procedure details: Mix methallyl acetate (228 g, 2.0 mol) and benzene (1L) and cool to 5° C. Add aluminum chloride (266 g, 2.0 mol) over approximately 30 minutes while maintaining the temperature below 10° C. Add, in portions of 50 mL to 80 mL each, to a 5° C. mixture of aluminum chloride (15 g) in benzene (600 mL). After addition is complete, stir at 0-3° C for ½ hour, pour onto ice (2 kg) and separate the organic layer. Wash with water (2×300 mL ), dry (Na2SO4), and distill to give neophyl acetate.